This data is from the Open Reaction Database (ORD), a public repository of structured organic reaction records. The task is: describe an organic reaction: reactants, conditions, products, and yield The reactants are NC1CCCc2ccccc21, O=Cc1cc(C(F)(F)F)cc(C(F)(F)F)c1. Yields the product FC(F)(F)c1cc(CNC2CCCc3ccccc32)cc(C(F)(F)F)c1. As a reaction SMILES: [CH:17]1([NH2:27])[CH2:18][CH2:19][CH2:20][c:21]2[cH:22][cH:23][cH:24][cH:25][c:26]21.[F:1][C:2]([c:3]1[cH:4][c:5]([CH:6]=[O:7])[cH:8][c:9]([C:11]([F:12])([F:13])[F:14])[cH:10]1)([F:15])[F:16]>>[F:1][C:2]([c:3]1[cH:4][c:5]([CH2:6][NH:27][CH:17]2[CH2:18][CH2:19][CH2:20][c:21]3[cH:22][cH:23][cH:24][cH:25][c:26]32)[cH:8][c:9]([C:11]([F:12])([F:13])[F:14])[cH:10]1)([F:15])[F:16]. Reactants: C(C)C1N(C=2C=CC=CC2C2=CC=CC(=C12)C)S(=O)(=O)C1=CC=C(C=C1)OC (6-ethyl-5-[(4-methoxyphenyl)sulfonyl]-7-methyl-5,6-dihydrophenanthridine), B(Cl)(Cl)Cl (boron trichloride), ClCCl (dichloromethane). The reagents and catalysts are [I-].C(CCC)[N+](CCCC)(CCCC)CCCC (tetrabutylammonium iodide). Product: title compound, C(C)C1N(C=2C=CC=CC2C2=CC=CC(=C12)C)S(=O)(=O)C1=CC=C(C=C1)O (4-[(6-ethyl-7-methylphenanthridin-5(6H)-yl)sulfonyl]phenol). Isolated yield 26.4%. Reaction SMILES: [CH2:1]([CH:3]1[C:16]2[C:11](=[CH:12][CH:13]=[CH:14][C:15]=2[CH3:17])[C:10]2[CH:9]=[CH:8][CH:7]=[CH:6][C:5]=2[N:4]1[S:18]([C:21]1[CH:26]=[CH:25][C:24]([O:27]C)=[CH:23][CH:22]=1)(=[O:20])=[O:19])[CH3:2].B(Cl)(Cl)Cl.ClCCl>[I-].C([N+](CCCC)(CCCC)CCCC)CCC>[CH2:1]([CH:3]1[C:16]2[C:11](=[CH:12][CH:13]=[CH:14][C:15]=2[CH3:17])[C:10]2[CH:9]=[CH:8][CH:7]=[CH:6][C:5]=2[N:4]1[S:18]([C:21]1[CH:22]=[CH:23][C:24]([OH:27])=[CH:25][CH:26]=1)(=[O:20])=[O:19])[CH3:2] |f:3.4|. Procedure details: The title compound was prepared from 6-ethyl-5-[(4-methoxyphenyl)sulfonyl]-7-methyl-5,6-dihydrophenanthridine (0.45 g, 1.1 mmol), tetrabutylammonium iodide (1.00 g, 2.71 mmol), and 1 M boron trichloride in dichloromethane (8.0 mL, 8.0 mmol) according to the procedure and in the same manner as described in Example 35, Step b. The crude product was purified by flash column chromatography on silica gel, eluting with a mixture of ethyl acetate-hexane (3:7 to 1:1 gradient), followed by re-crystalliza... Starting materials: [OH-].[Na+] (sodium hydroxide), N1(CCCCC1)CCCOC1=CC=C(C=O)C=C1 (4-(3-Piperidin-1-yl-propoxy)-benzaldehyde), N1CCC(CC1)N(CCN1CCCC1)C1=NC=CC=C1 (piperidin-4-yl-pyridin-2-yl-(2-pyrrolidin-1-yl-ethyl)-amine), C(C)(=O)O[BH-](OC(C)=O)OC(C)=O.[Na+] (sodium triacetoxyborohydride), C(Cl)Cl (DCM). Run in C(C)(=O)O (acetic acid). Conditions: time 16 hour. Yields the product N.C(Cl)Cl (ammonia DCM), N1(CCCCC1)CCCOC1=CC=C(CN2CCC(CC2)N(CCN2CCCC2)C2=NC=CC=C2)C=C1 ({1-[4-(3-Piperidin-1-yl-propoxy)-benzyl]-piperidin-4-yl}-pyridin-2-yl-(2-pyrrolidin-1-yl-ethyl)-amine). The yield is 1.0%. As a reaction SMILES: [N:1]1([CH2:7][CH2:8][CH2:9][O:10][C:11]2[CH:18]=[CH:17][C:14]([CH:15]=O)=[CH:13][CH:12]=2)[CH2:6][CH2:5][CH2:4][CH2:3][CH2:2]1.[NH:19]1[CH2:24][CH2:23][CH:22]([N:25]([C:33]2[CH:38]=[CH:37][CH:36]=[CH:35][N:34]=2)[CH2:26][CH2:27][N:28]2[CH2:32][CH2:31][CH2:30][CH2:29]2)[CH2:21][CH2:20]1.C(O[BH-](OC(=O)C)OC(=O)C)(=O)C.[Na+].[OH-].[Na+].[CH2:55]([Cl:57])[Cl:56]>C(O)(=O)C>[NH3:1].[CH2:55]([Cl:57])[Cl:56].[N:1]1([CH2:7][CH2:8][CH2:9][O:10][C:11]2[CH:18]=[CH:17][C:14]([CH2:15][N:19]3[CH2:24][CH2:23][CH:22]([N:25]([C:33]4[CH:38]=[CH:37][CH:36]=[CH:35][N:34]=4)[CH2:26][CH2:27][N:28]4[CH2:32][CH2:31][CH2:30][CH2:29]4)[CH2:21][CH2:20]3)=[CH:13][CH:12]=2)[CH2:6][CH2:5][CH2:4][CH2:3][CH2:2]1 |f:2.3,4.5,8.9|. Procedure: A solution of the product of Example 9 (30 mg), piperidin-4-yl-pyridin-2-yl-(2-pyrrolidin-1-yl-ethyl)-amine (29.8 mg), and acetic acid (0.015 mL) in DCM (1 mL) was treated with sodium triacetoxyborohydride (38 mg). After 16 h, the resulting mixture was treated with 10% sodium hydroxide (1 mL) and extracted with DCM (3×3 mL). The combined organic phases were dried (sodium sulfate) and evaporated. Chromatography of the residue (1-10% 2 M methanolic ammonia/DCM) gave the title compound as a colorle... Reactants: C(C=C)OC1=CC=C(C(=O)OC)C=C1 (Methyl 4-allyloxybenzoate), CCOC(=O)C.CCCCCC (EtOAc Hexane). Run at time 90 minute. Product: OC1=C(C=C(C(=O)OC)C=C1)CC=C (Methyl 4-hydroxy-3-allylbenzoate). As a reaction SMILES: C([O:4][C:5]1[CH:14]=[CH:13][C:8]([C:9]([O:11][CH3:12])=[O:10])=[CH:7][CH:6]=1)C=C.CCOC(C)=O.[CH3:21][CH2:22][CH2:23]CCC>>[OH:4][C:5]1[CH:6]=[CH:7][C:8]([C:9]([O:11][CH3:12])=[O:10])=[CH:13][C:14]=1[CH2:23][CH:22]=[CH2:21] |f:1.2|. Procedure details: The neat allyl ether 22-2 from Step A (7.0 g, 38.6 mmol) was heated in an oil bath at 230 ° C. for 1 h. The reaction was followed by NMR and was found to be complete after 90 min. The resulting brown oil was cooled and subjected to column chromatography (1:1 EtOAc/Hexane) to afford 22-3 as a white solid.